From a dataset of the Open Reaction Database (ORD), a public repository of structured organic reaction records. describe an organic reaction: reactants, conditions, products, and yield The reactants are C1(=CC=CC=C1)C=CS(=O)(=O)N (2-phenylethenesulfonamide), [H-].[Na+] (sodium hydride), C1(=CC=CC=C1)N(C(=O)NCC1C2C=CC(C1)C2)C2=CC=CC=C2 (1,1-diphenyl-3-(bicyclo[2.2.1]hept-2-en-5-ylmethyl)urea), CN(C=O)C (N,N-dimethylformamide). The solvent is CCOCC (ether). Yields the product C12C=CC(C(C1)CNC(=O)NS(=O)(=O)C=CC1=CC=CC=C1)C2 (N-(N-[Bicyclo[2.2.1]hept-2-en-5-ylmethyl]carbamoyl)-2-phenylethenesulfonamide). As a reaction SMILES: [C:1]1([CH:7]=[CH:8][S:9]([NH2:12])(=[O:11])=[O:10])[CH:6]=[CH:5][CH:4]=[CH:3][CH:2]=1.C1(N(C2C=CC=CC=2)[C:20]([NH:22][CH2:23][CH:24]2[CH2:29][CH:28]3[CH2:30][CH:25]2[CH:26]=[CH:27]3)=[O:21])C=CC=CC=1.CN(C)C=O.[H-].[Na+]>CCOCC>[CH:28]12[CH2:30][CH:25]([CH:24]([CH2:23][NH:22][C:20]([NH:12][S:9]([CH:8]=[CH:7][C:1]3[CH:2]=[CH:3][CH:4]=[CH:5][CH:6]=3)(=[O:10])=[O:11])=[O:21])[CH2:29]1)[CH:26]=[CH:27]2 |f:3.4|. Reported procedure: To a solution of 1.8 g. of 2-phenylethenesulfonamide and 4.8 g. of 1,1-diphenyl-3-(bicyclo[2.2.1]hept-2-en-5-ylmethyl)urea in 20 ml. of N,N-dimethylformamide, is added, with stirring 0.64 g. of a 56.6% dispersion of sodium hydride in mineral oil. The mixture is stirred at ambient temperature overnight, during which time a heavy precipitate forms. To the reaction mixture is then added 200 ml. of ether. After stirring for 15 minutes, the precipitate is filtered off. It is dissolved in 50 ml. of wa... Starting materials: C1CCOC1, COC(=O)c1ccc([N+](=O)[O-])c(C=CN(C)C)c1, O. Yields the product COC(=O)c1ccc([N+](=O)[O-])c(C=O)c1. Reaction SMILES: [CH2:19]1[CH2:22][CH2:21][CH2:20][O:23]1.[CH3:1][O:2][C:3]([c:4]1[cH:5][c:6]([CH:13]=[CH:14][N:15]([CH3:16])[CH3:17])[c:7]([N+:10](=[O:11])[O-:12])[cH:8][cH:9]1)=[O:18].[OH2:24]>>[CH3:1][O:2][C:3]([c:4]1[cH:5][c:6]([CH:13]=[O:23])[c:7]([N+:10](=[O:11])[O-:12])[cH:8][cH:9]1)=[O:18]. The reactants are [C@H]12[C@H](NC[C@@H]2C1)CNC(=O)C=1C=CC=C2C1C=CO2 (benzofuran-4-carboxylic acid[(1S,2S,5R)-1-(3-aza-bicyclo[3.1.0]hex-2-yl)methyl]-amide), FC(C=1C=C(C(=O)O)C=CC1)(F)F (3-trifluoromethyl-benzoic acid). Yields the product FC(C=1C=C(C(=O)N2[C@@H]([C@H]3C[C@H]3C2)CNC(=O)C=2C=CC=C3C2C=CO3)C=CC1)(F)F (Benzofuran-4-carboxylic acid[(1S,2S,5R)-3-(3-trifluoromethyl-benzoyl)-3-aza-bicyclo[3.1.0]hex-2-ylmethyl]-amide). RXN SMILES: [C@H:1]12[CH2:6][C@H:5]1[CH2:4][NH:3][C@@H:2]2[CH2:7][NH:8][C:9]([C:11]1[CH:12]=[CH:13][CH:14]=[C:15]2[O:19][CH:18]=[CH:17][C:16]=12)=[O:10].[F:20][C:21]([F:32])([F:31])[C:22]1[CH:23]=[C:24]([CH:28]=[CH:29][CH:30]=1)[C:25](O)=[O:26]>>[F:20][C:21]([F:31])([F:32])[C:22]1[CH:23]=[C:24]([CH:28]=[CH:29][CH:30]=1)[C:25]([N:3]1[CH2:4][C@H:5]2[C@H:1]([CH2:6]2)[C@H:2]1[CH2:7][NH:8][C:9]([C:11]1[CH:12]=[CH:13][CH:14]=[C:15]2[O:19][CH:18]=[CH:17][C:16]=12)=[O:10])=[O:26]. Procedure: prepared by reaction of benzofuran-4-carboxylic acid[(1S,2S,5R)-1-(3-aza-bicyclo[3.1.0]hex-2-yl)methyl]-amide with 3-trifluoromethyl-benzoic acid.